describe an organic reaction: reactants, conditions, products, and yield From a dataset of the Open Reaction Database (ORD), a public repository of structured organic reaction records. Reactants: COCCN(C(=O)C=1C=C(C(N2C=CC3=C(C12)SC=C3)=O)C3=CC=C(C=C3)OCC3=CC=CC=C3)C3=CC=CC=C3 (8-(4-benzyloxy-phenyl)-7-oxo-7H-thieno[2,3-a]quinolizine-10-carboxylic acid (2-methoxy-ethyl)-phenyl-amide), BrBr (bromine). Product: COCCN(C(=O)C=1C=C(C(N2C=CC3=C(C12)SC(=C3)Br)=O)C3=CC=C(C=C3)OCC3=CC=CC=C3)C3=CC=CC=C3 (8-(4-Benzyloxy-phenyl)-2-bromo-7-oxo-7H-thieno[2.3-a]quinolizine-10-carboxylic acid (2-methoxy-ethyl)-phenyl-amide). RXN SMILES: [CH3:1][O:2][CH2:3][CH2:4][N:5]([C:36]1[CH:41]=[CH:40][CH:39]=[CH:38][CH:37]=1)[C:6]([C:8]1[CH:9]=[C:10]([C:22]2[CH:27]=[CH:26][C:25]([O:28][CH2:29][C:30]3[CH:35]=[CH:34][CH:33]=[CH:32][CH:31]=3)=[CH:24][CH:23]=2)[C:11](=[O:21])[N:12]2[C:17]=1[C:16]1[S:18][CH:19]=[CH:20][C:15]=1[CH:14]=[CH:13]2)=[O:7].[Br:42]Br>>[CH3:1][O:2][CH2:3][CH2:4][N:5]([C:36]1[CH:37]=[CH:38][CH:39]=[CH:40][CH:41]=1)[C:6]([C:8]1[CH:9]=[C:10]([C:22]2[CH:27]=[CH:26][C:25]([O:28][CH2:29][C:30]3[CH:35]=[CH:34][CH:33]=[CH:32][CH:31]=3)=[CH:24][CH:23]=2)[C:11](=[O:21])[N:12]2[C:17]=1[C:16]1[S:18][C:19]([Br:42])=[CH:20][C:15]=1[CH:14]=[CH:13]2)=[O:7]. Procedure: By lithiation of 8-(4-benzyloxy-phenyl)-7-oxo-7H-thieno[2,3-a]quinolizine-10-carboxylic acid (2-methoxy-ethyl)-phenyl-amide and reaction with bromine. Starting materials: FC1=C(C=CC=C1)[N+](=O)[O-] (1-fluoro-2-nitro-benzene), C(C)(C)N(C(C)C)CC (N,N-diisopropylethylamine), Cl (HCl), N1(C=NC=C1)C1CCNCC1 (4-Imidazol-1-yl-piperidine). Solvent: C(C)#N (ACN). The product is N1(C=NC=C1)C1CCN(CC1)C1=C(C=CC=C1)[N+](=O)[O-] (4-Imidazol-1-yl-1-(2-nitro-phenyl)-piperidine). Isolated yield 81.5%. Reaction SMILES: F[C:2]1[CH:7]=[CH:6][CH:5]=[CH:4][C:3]=1[N+:8]([O-:10])=[O:9].C(N(CC)C(C)C)(C)C.Cl.[N:21]1([CH:26]2[CH2:31][CH2:30][NH:29][CH2:28][CH2:27]2)[CH:25]=[CH:24][N:23]=[CH:22]1>C(#N)C>[N:21]1([CH:26]2[CH2:31][CH2:30][N:29]([C:2]3[CH:7]=[CH:6][CH:5]=[CH:4][C:3]=3[N+:8]([O-:10])=[O:9])[CH2:28][CH2:27]2)[CH:25]=[CH:24][N:23]=[CH:22]1. Procedure details: A solution of 1-fluoro-2-nitro-benzene (0.32 mmol, 34 μL), N,N-diisopropylethylamine (1.6 mmol, 0.28 mL) and HCl salt of 4-Imidazol-1-yl-piperidine (0.53 mmol, 0.10 g) in ACN (2 mL) was irradiated using microwave for 10 minutes at a temperature of 180° C. The solution was then cooled to room temperature and concentrated in vacuo and the resulting residue was purified using column chromatography on silica gel to provide 4-Imidazol-1-yl-1-(2-nitro-phenyl)-piperidine (71 mg, 81% yield). To the solu... Reactants: C(C)OC(=O)N1CCN(CC1)C([C@H](CCC(=O)OC(C)(C)C)NC(=O)C1=NC(=NC(=C1)Cl)C1=CC=CC=C1)=O (4-{(S)-4-tert-butoxycarbonyl-2-[(6-chloro-2-phenyl-pyrimidine-4-carbonyl)-amino]-butyryl}-piperazine-1-carboxylic acid ethyl ester), C(=O)(O)[O-].[Na+] (NaHCO3), C(CC)S (1-propanethiol), [H-].[Na+] (NaH). The solvent is CN(C)C=O (DMF), CN(C)C=O (DMF). Conditions: temperature 0 celsius, time 1 hour. Yields the product C(C)OC(=O)N1CCN(CC1)C([C@H](CCC(=O)OC(C)(C)C)NC(=O)C1=NC(=NC(=C1)SCCC)C1=CC=CC=C1)=O (4-{(S)-4-tert-butoxycarbonyl-2-[(2-phenyl-6-propylsulfanyl-pyrimidine-4-carbonyl)-amino]-butyryl}-piperazine-1-carboxylic acid ethyl ester). RXN SMILES: [CH2:1]([SH:4])[CH2:2][CH3:3].[H-].[Na+].[CH2:7]([O:9][C:10]([N:12]1[CH2:17][CH2:16][N:15]([C:18](=[O:45])[C@@H:19]([NH:29][C:30]([C:32]2[CH:37]=[C:36](Cl)[N:35]=[C:34]([C:39]3[CH:44]=[CH:43][CH:42]=[CH:41][CH:40]=3)[N:33]=2)=[O:31])[CH2:20][CH2:21][C:22]([O:24][C:25]([CH3:28])([CH3:27])[CH3:26])=[O:23])[CH2:14][CH2:13]1)=[O:11])[CH3:8].C([O-])(O)=O.[Na+]>CN(C=O)C>[CH2:7]([O:9][C:10]([N:12]1[CH2:17][CH2:16][N:15]([C:18](=[O:45])[C@@H:19]([NH:29][C:30]([C:32]2[CH:37]=[C:36]([S:4][CH2:1][CH2:2][CH3:3])[N:35]=[C:34]([C:39]3[CH:44]=[CH:43][CH:42]=[CH:41][CH:40]=3)[N:33]=2)=[O:31])[CH2:20][CH2:21][C:22]([O:24][C:25]([CH3:28])([CH3:27])[CH3:26])=[O:23])[CH2:14][CH2:13]1)=[O:11])[CH3:8] |f:1.2,4.5|. Reported procedure: 1-propanethiol (11 μl) was added to a suspension of NaH (4 mg) in anhydrous DMF (0.3 ml) at 0° C. After 1 h stirring at 0° C., 4-{(S)-4-tert-butoxycarbonyl-2-[(6-chloro-2-phenyl-pyrimidine-4-carbonyl)-amino]-butyryl}-piperazine-1-carboxylic acid ethyl ester (50 mg) dissolved in DMF (0.1 ml) was added. The mixture was allowed to warm to RT and was stirred at RT until completion. A NaHCO3 solution was added and the resulting mixture was extracted with DCM. The org. phases were dried (Na2SO4) and e...